This data is from the Open Reaction Database (ORD), a public repository of structured organic reaction records. The task is: describe an organic reaction: reactants, conditions, products, and yield Starting materials: N1([C@@H](CCC1=O)C(=O)N[C@@H]([C@H](OCC1=CC=CC=C1)C)C(=O)N1[C@H](C(=O)N)CCC1)C(=O)OCC1=CC=CC=C1 (Z-Glp-Thr(Bzl)-Pro-NH2). Reagents/catalysts: [Pd] (palladium-on-carbon). Run in C(C)(=O)O (acetic acid). The product is N1[C@@H](CCC1=O)C(=O)N[C@@H]([C@H](O)C)C(=O)N1[C@H](C(=O)N)CCC1 (Glp-Thr-Pro-NH2). The yield is 59.6%. RXN SMILES: [N:1]1(C(OCC2C=CC=CC=2)=O)[C:5](=[O:6])[CH2:4][CH2:3][C@H:2]1[C:7]([NH:9][C@H:10]([C:21]([N:23]1[CH2:30][CH2:29][CH2:28][C@H:24]1[C:25]([NH2:27])=[O:26])=[O:22])[C@@H:11]([CH3:20])[O:12]CC1C=CC=CC=1)=[O:8]>C(O)(=O)C.[Pd]>[NH:1]1[C:5](=[O:6])[CH2:4][CH2:3][C@H:2]1[C:7]([NH:9][C@H:10]([C:21]([N:23]1[CH2:30][CH2:29][CH2:28][C@H:24]1[C:25]([NH2:27])=[O:26])=[O:22])[C@@H:11]([CH3:20])[OH:12])=[O:8]. Reported procedure: 2.04 g (3.7 mmoles) of Z-Glp-Thr(Bzl)-Pro-NH2 are dissolved in 40 ml of acetic acid, 0.4 g of a 10% palladium-on-carbon catalyst are added, and hydrogen is bubbled through the mixture for 4 hours. The catalyst is filtered off, the filtrate is evaporated, and the residue is triturated with ether. The resulting 1.31 g of amorphous crude product are applied onto the top of a column filled with 30 g of silica gel (particle size: 0.063-0.2 mm), and the column is eluted with solvent mixture (3). The m... The reactants are NC1=C(C(=O)NC2=C(C=C(C=C2)F)C)C=C(C=C1)[N+](=O)[O-] (N-(2-amino-5-nitrobenzoyl)-2-methyl-4-fluoroaniline), FCC(=O)Cl (fluoroacetyl chloride). Solvent: N1=CC=CC=C1 (pyridine). Product: FCC(=O)NC1=C(C(=O)NC2=C(C=C(C=C2)F)C)C=C(C=C1)[N+](=O)[O-] (N-(2-fluoroacetamido-5-nitrobenzoyl)-2-methyl-4-fluoroaniline). The yield is 84.9%. As a reaction SMILES: [NH2:1][C:2]1[CH:18]=[CH:17][C:16]([N+:19]([O-:21])=[O:20])=[CH:15][C:3]=1[C:4]([NH:6][C:7]1[CH:12]=[CH:11][C:10]([F:13])=[CH:9][C:8]=1[CH3:14])=[O:5].[F:22][CH2:23][C:24](Cl)=[O:25]>N1C=CC=CC=1>[F:22][CH2:23][C:24]([NH:1][C:2]1[CH:18]=[CH:17][C:16]([N+:19]([O-:21])=[O:20])=[CH:15][C:3]=1[C:4]([NH:6][C:7]1[CH:12]=[CH:11][C:10]([F:13])=[CH:9][C:8]=1[CH3:14])=[O:5])=[O:25]. Reported procedure: 3.9 g of N-(2-amino-5-nitrobenzoyl)-2-methyl-4-fluoroaniline, 1.6 g of pyridine and 1.96 g of fluoroacetyl chloride are treated in the same manner as described in Example 1-(1), whereby 4.0 g of N-(2-fluoroacetamido-5-nitrobenzoyl)-2-methyl-4-fluoroaniline are obtained as colorless needles. Reactants: [Al+3], O=C([O-])O, CC(=O)Cl, [Cl-], [Cl-], [Cl-], [Na+], O=[N+]([O-])c1ccccc1, Nc1ncnn2cccc12. Yields the product CC(=O)c1ccc2c(N)ncnn12. As a reaction SMILES: [Al+3:12].[C:19](=[O:20])([OH:21])[O-:22].[CH3:15][C:16]([Cl:17])=[O:18].[Cl-:11].[Cl-:13].[Cl-:14].[Na+:23].[O-:24][N+:25]([c:26]1[cH:27][cH:28][cH:29][cH:30][cH:31]1)=[O:32].[n:1]1[n:2]2[c:3]([c:4]([NH2:7])[n:5][cH:6]1)[cH:8][cH:9][cH:10]2>>[n:1]1[n:2]2[c:3]([c:4]([NH2:7])[n:5][cH:6]1)[cH:8][cH:9][c:10]2[C:16]([CH3:15])=[O:18]. Starting materials: C(C)(C)NC(=O)C1=CN(C2=NC=C(N=C21)C2=NN(C1=CC=C(C=C21)OC(F)(F)F)C)COCC[Si](C)(C)C (N-isopropyl-2-(1-methyl-5-(trifluoromethoxy)-1H-indazol-3-yl)-5-((2-(trimethylsilyl)ethoxy)methyl)-5H-pyrrolo[2,3-b]pyrazine-7-carboxamide), C(=O)(C(F)(F)F)O (TFA). The yield is 90.3%. The product is C(C)(C)NC(=O)C1=CNC2=NC=C(N=C21)C2=NN(C1=CC=C(C=C21)OC(F)(F)F)C (N-isopropyl-2-(1-methyl-5-(trifluoromethoxy)-1H-indazol-3-yl)-5H-pyrrolo[2,3-b]pyrazine-7-carboxamide). Reaction conditions: time 8 hour. The solvent is ClCCl (dichloromethane). Reaction SMILES: [CH:1]([NH:4][C:5]([C:7]1[C:15]2[C:10](=[N:11][CH:12]=[C:13]([C:16]3[C:24]4[C:19](=[CH:20][CH:21]=[C:22]([O:25][C:26]([F:29])([F:28])[F:27])[CH:23]=4)[N:18]([CH3:30])[N:17]=3)[N:14]=2)[N:9](COCC[Si](C)(C)C)[CH:8]=1)=[O:6])([CH3:3])[CH3:2].C(O)(C(F)(F)F)=O>ClCCl>[CH:1]([NH:4][C:5]([C:7]1[C:15]2[C:10](=[N:11][CH:12]=[C:13]([C:16]3[C:24]4[C:19](=[CH:20][CH:21]=[C:22]([O:25][C:26]([F:29])([F:27])[F:28])[CH:23]=4)[N:18]([CH3:30])[N:17]=3)[N:14]=2)[NH:9][CH:8]=1)=[O:6])([CH3:3])[CH3:2]. Procedure details: To a slightly yellow clear solution of N-isopropyl-2-(1-methyl-5-(trifluoromethoxy)-1H-indazol-3-yl)-5-((2-(trimethylsilyl)ethoxy)methyl)-5H-pyrrolo[2,3-b]pyrazine-7-carboxamide (113 mg, 206 μmol) in dichloromethane (5 mL) was added TFA (1.48 g, 1.00 mL, 13.0 mmol), the reaction mixture was stirred overnight then concentrated. The residue was re-dissolved in 5 mL of a solution of dichloromethane/MeOH/ammonium hydroxide (60:10:1) and stirred at 25° C. for 3 h, then evaporated to a light yellow so... Reactants: O=C(Cl)c1ccccc1, Cc1cc(O)cc(C)c1O, c1ccncc1. The product is Cc1cc(OC(=O)c2ccccc2)cc(C)c1O. As a reaction SMILES: [C:11]([c:12]1[cH:13][cH:14][cH:15][cH:16][cH:17]1)(=[O:18])[Cl:19].[CH3:1][c:2]1[c:3]([OH:10])[c:4]([CH3:9])[cH:5][c:6]([OH:8])[cH:7]1.[cH:20]1[cH:21][cH:22][n:23][cH:24][cH:25]1>>[CH3:1][c:2]1[c:3]([OH:10])[c:4]([CH3:9])[cH:5][c:6]([O:8][C:11]([c:12]2[cH:13][cH:14][cH:15][cH:16][cH:17]2)=[O:18])[cH:7]1. RXN SMILES: C(=O)([O-])O.[Na+].O1CCCC1.[NH2:11][CH2:12][C:13]([NH:15][CH2:16][C:17]([OH:19])=[O:18])=[O:14].[CH3:20][C@@H:21]([C@@H:28]1[C@@:32]2([CH3:50])[CH2:33][CH2:34][CH:35]3[C@@:40]4([CH3:49])[CH2:41][CH2:42][CH:43]([O:45][C:46](Cl)=[O:47])[CH2:44][C:39]4=[CH:38][CH2:37][CH:36]3[CH:31]2[CH2:30][CH2:29]1)[CH2:22][CH2:23][CH2:24][CH:25]([CH3:27])[CH3:26]>O>[CH3:27][CH:25]([CH2:24][CH2:23][CH2:22][C@H:21]([C@@H:28]1[C@:32]2([CH3:50])[C@H:31]([C@H:36]3[C@H:35]([CH2:34][CH2:33]2)[C@:40]2([CH3:49])[C:39]([CH2:44][C@@H:43]([O:45][C:46]([NH:11][CH2:12][C:13]([NH:15][CH2:16][C:17]([OH:19])=[O:18])=[O:14])=[O:47])[CH2:42][CH2:41]2)=[CH:38][CH2:37]3)[CH2:30][CH2:29]1)[CH3:20])[CH3:26] |f:0.1|. Product: CC(C)CCC[C@@H](C)[C@H]1CC[C@H]2[C@@H]3CC=C4C[C@H](CC[C@]4(C)[C@H]3CC[C@]12C)OC(=O)NCC(=O)NCC(=O)O (N-(cholest-5-ene-3β-oxycarbonyl)glycylglycine). Solvent: O (water). The yield is 80.8%. Reactants: C(O)([O-])=O.[Na+] (Sodium hydrogencarbonate), O1CCCC1 (tetrahydrofuran), NCC(=O)NCC(=O)O (glycylglycine), O1CCCC1 (tetrahydrofuran), C[C@H](CCCC(C)C)[C@H]1CCC2[C@@]1(CCC3C2CC=C4[C@@]3(CCC(C4)OC(=O)Cl)C)C (cholesteryl chloroformate). Reported procedure: Sodium hydrogencarbonate (0.168 g) and tetrahydrofuran (20 ml) were added to a suspension of glycylglycine (0.15 g) in water (20 ml). After tetrahydrofuran (20 ml) and cholesteryl chloroformate (0.898 g) were added to the resulting transparent solution at 0° C., the mixture was stirred for an hour. The reaction mixture was concentrated under reduced pressure and, methanl (10 ml) and chloroform (10 ml) were added to the residue. By filtration, the transparent solution was obtained. The solvent wa... Reactants: COC(=O)C1CC(O)C(=O)C2C1(C)CCC1C(=O)OC(c3ccoc3)CC12C, O=C(O)c1ccccc1. The product is COC(=O)C1CC(OC(=O)c2ccccc2)C(=O)C2C1(C)CCC1C(=O)OC(c3ccoc3)CC12C. RXN SMILES: [CH3:1][O:2][C:3](=[O:4])[CH:5]1[C:6]2([CH3:28])[CH2:7][CH2:8][CH:9]3[C:10](=[O:27])[O:11][CH:12]([c:22]4[cH:23][o:24][cH:25][cH:26]4)[CH2:13][C:14]3([CH3:21])[CH:15]2[C:16](=[O:20])[CH:17]([OH:19])[CH2:18]1.[OH:29][C:30](=[O:31])[c:32]1[cH:33][cH:34][cH:35][cH:36][cH:37]1>>[CH3:1][O:2][C:3](=[O:4])[CH:5]1[C:6]2([CH3:28])[CH2:7][CH2:8][CH:9]3[C:10](=[O:27])[O:11][CH:12]([c:22]4[cH:23][o:24][cH:25][cH:26]4)[CH2:13][C:14]3([CH3:21])[CH:15]2[C:16](=[O:20])[CH:17]([O:19][C:30](=[O:29])[c:32]2[cH:33][cH:34][cH:35][cH:36][cH:37]2)[CH2:18]1.